From a dataset of the Open Reaction Database (ORD), a public repository of structured organic reaction records. describe an organic reaction: reactants, conditions, products, and yield Starting materials: O=C1N(CC2=C(C[C@H]1CC(=O)O)C=CC(=C2)OCCC=2N=C1N(CCCN1C(=O)OC(C)(C)C)C2)CC(F)(F)F ((4S)-3-oxo-8-[2-(8-tert-butoxycarbonyl-5,6,7,8-tetra-hydroimidazo[1,2-a]pyrimidin-2-yl)ethoxy]-2-(2,2,2-trifluoroethyl)-2,3,4,5-tetrahydro-1H-2-benzazepin-4-acetic acid), C(CCCCCCCCCC)O (1-undecyl alcohol), Cl.O1CCOCC1 (hydrogen chloride 1,4-dioxane). Reaction conditions: temperature 45 celsius, time 4 hour. The product is Cl.O=C1N(CC2=C(C[C@H]1CC(=O)OCCCCCCCCCCC)C=CC(=C2)OCCC=2N=C1N(CCCN1)C2)CC(F)(F)F (Undecyl(4S)-3-oxo-8-[2-(5,6,7,8-tetrahydroimidazo[1,2-a]pyrimidin-2-yl)ethoxy]-2-(2,2,2-trifluoroethyl)-2,3,4,5-tetrahydro-1H-2-benzazepin-4-acetate hydrochloride). Reaction SMILES: [O:1]=[C:2]1[C@H:8]([CH2:9][C:10](O)=[O:11])[CH2:7][C:6]2[CH:13]=[CH:14][C:15]([O:17][CH2:18][CH2:19][C:20]3[N:21]=[C:22]4[N:27](C(OC(C)(C)C)=O)[CH2:26][CH2:25][CH2:24][N:23]4[CH:35]=3)=[CH:16][C:5]=2[CH2:4][N:3]1[CH2:36][C:37]([F:40])([F:39])[F:38].[CH2:41]([OH:52])[CH2:42][CH2:43][CH2:44][CH2:45][CH2:46][CH2:47][CH2:48][CH2:49][CH2:50][CH3:51].[ClH:53].O1CCOCC1>>[ClH:53].[O:1]=[C:2]1[C@H:8]([CH2:9][C:10]([O:52][CH2:41][CH2:42][CH2:43][CH2:44][CH2:45][CH2:46][CH2:47][CH2:48][CH2:49][CH2:50][CH3:51])=[O:11])[CH2:7][C:6]2[CH:13]=[CH:14][C:15]([O:17][CH2:18][CH2:19][C:20]3[N:21]=[C:22]4[NH:27][CH2:26][CH2:25][CH2:24][N:23]4[CH:35]=3)=[CH:16][C:5]=2[CH2:4][N:3]1[CH2:36][C:37]([F:38])([F:40])[F:39] |f:2.3,4.5|. Reported procedure: 704 mg (1.24 mmol) of (4S)-3-oxo-8-[2-(8-tert-butoxycarbonyl-5,6,7,8-tetra-hydroimidazo[1,2-a]pyrimidin-2-yl)ethoxy]-2-(2,2,2-trifluoroethyl)-2,3,4,5-tetrahydro-1H-2-benzazepin-4-acetic acid obtained in Example 5-(a) and 1.30 mL (6.26 mmol) of 1-undecyl alcohol were mixed, 12.4 mL (49.6 mmol) of 4N hydrogen chloride/1,4-dioxane solution was added to the mixture, and the resulting mixture was stirred under nitrogen gas atmosphere at 45° C. for 4 hours. Reactants: Fc1ccc(N(Cc2ccccc2)Cc2ccccc2)c(F)c1, [Li]CCCC, O=C(Cl)OCc1ccccc1, C1CCOC1, O. Product: O=C(OCc1ccccc1)c1c(F)ccc(N(Cc2ccccc2)Cc2ccccc2)c1F. Reaction SMILES: [CH2:1]([c:2]1[cH:3][cH:4][cH:5][cH:6][cH:7]1)[N:8]([c:9]1[c:10]([F:16])[cH:11][c:12]([F:15])[cH:13][cH:14]1)[CH2:17][c:18]1[cH:19][cH:20][cH:21][cH:22][cH:23]1.[CH2:24]([Li:25])[CH2:26][CH2:27][CH3:28].[Cl:29][C:30](=[O:31])[O:32][CH2:33][c:34]1[cH:35][cH:36][cH:37][cH:38][cH:39]1.[O:41]1[CH2:42][CH2:43][CH2:44][CH2:45]1.[OH2:40]>>[CH2:1]([c:2]1[cH:3][cH:4][cH:5][cH:6][cH:7]1)[N:8]([c:9]1[c:10]([F:16])[c:11]([C:30](=[O:31])[O:32][CH2:33][c:34]2[cH:35][cH:36][cH:37][cH:38][cH:39]2)[c:12]([F:15])[cH:13][cH:14]1)[CH2:17][c:18]1[cH:19][cH:20][cH:21][cH:22][cH:23]1. The reactants are ClC1=C(C=C(N1)C(=O)O)[N+](=O)[O-] (5-chloro-4-nitropyrrole-2-carboxylic acid). Solvent: C(CO)O (ethylene glycol), O (water), C(C)(=O)OCC (ethyl acetate). Product: ClC=1NC=CC1[N+](=O)[O-] (2-chloro-3-nitropyrrole). Yield: 79.6%. RXN SMILES: [Cl:1][C:2]1[NH:6][C:5](C(O)=O)=[CH:4][C:3]=1[N+:10]([O-:12])=[O:11]>C(O)CO.O.C(OCC)(=O)C>[Cl:1][C:2]1[NH:6][CH:5]=[CH:4][C:3]=1[N+:10]([O-:12])=[O:11]. Procedure details: A stirred solution of 0.34 gram (0.0018 mole) of 5-chloro-4-nitropyrrole-2-carboxylic acid in about 5 mL of ethylene glycol was heated to 190° C. where it was maintained during a one-hour period. After this time the reaction mixture was cooled and diluted with 20 mL of water and 25 mL of ethyl acetate. The organic layer was separated and washed with 25 mL of a solution of 12.5 mL of water and 12.5 mL of an aqueous solution saturated with sodium bicarbonate. The organic layer was then dried with ... The reactants are O (water), ClC1=CC=C(N=N1)N1CCN(CC1)C(=O)C1=C(C=CC=C1)C(F)(F)F ([4-(6-chloropyridazin-3-yl)piperazin-1-yl]-(2-trifluoromethylphenyl)methanone), C1(=CC=CC=C1)CCO (2-phenylethanol), [H-].[Na+] (sodium hydride). The solvent is C1(=CC=CC=C1)C (toluene). Conditions: time 1 hour. Product: C(CC1=CC=CC=C1)OC1=CC=C(N=N1)N1CCN(CC1)C(=O)C1=C(C=CC=C1)C(F)(F)F ([4-(6-PHENETHYLOXYPYRIDAZIN-3-YL)PIPERAZIN-1-YL]-(2-TRIFLUOROMETHYL-PHENYL)METHANONE). Isolated yield 62.9%. Reaction SMILES: Cl[C:2]1[N:7]=[N:6][C:5]([N:8]2[CH2:13][CH2:12][N:11]([C:14]([C:16]3[CH:21]=[CH:20][CH:19]=[CH:18][C:17]=3[C:22]([F:25])([F:24])[F:23])=[O:15])[CH2:10][CH2:9]2)=[CH:4][CH:3]=1.[C:26]1([CH2:32][CH2:33][OH:34])[CH:31]=[CH:30][CH:29]=[CH:28][CH:27]=1.[H-].[Na+].O>C1(C)C=CC=CC=1>[CH2:33]([O:34][C:2]1[N:7]=[N:6][C:5]([N:8]2[CH2:13][CH2:12][N:11]([C:14]([C:16]3[CH:21]=[CH:20][CH:19]=[CH:18][C:17]=3[C:22]([F:25])([F:24])[F:23])=[O:15])[CH2:10][CH2:9]2)=[CH:4][CH:3]=1)[CH2:32][C:26]1[CH:31]=[CH:30][CH:29]=[CH:28][CH:27]=1 |f:2.3|. Reported procedure: A mixture of [4-(6-chloropyridazin-3-yl)piperazin-1-yl]-(2-trifluoromethylphenyl)methanone (0.075 g, 0.202 mmol), 2-phenylethanol (0.025 g, 0.202 mmol) and sodium hydride (0.010 g) in 5 mL of toluene was stirred at room temperature for 1 hour, and then refluxed overnight. The reaction mixture was cooled to room temperature, added 20 mL of water, and then extracted with ethyl acetate. The organic layer was washed with water, dried over anhydrous sodium sulphate, concentrated in vacuo. The residue... Starting materials: BrC=1C=NC=2N(C1)N=C(C2)C(=O)O (6-bromo-pyrazolo[1,5-a]pyrimidine-2-carboxylic acid), FC=1C=C2CCNC(C2=CC1)C (6-fluoro-1-methyl-1,2,3,4-tetrahydro-isoquinoline). Yields the product BrC=1C=NC=2N(C1)N=C(C2)C(=O)N2C(C1=CC=C(C=C1CC2)F)C ((6-Bromo-pyrazolo[1,5-a]pyrimidin-2-yl)-(6-fluoro-1-methyl-3,4-dihydro-1H-isoquinolin-2-yl)-methanone). As a reaction SMILES: [Br:1][C:2]1[CH:3]=[N:4][C:5]2[N:6]([N:8]=[C:9]([C:11]([OH:13])=O)[CH:10]=2)[CH:7]=1.[F:14][C:15]1[CH:16]=[C:17]2[C:22](=[CH:23][CH:24]=1)[CH:21]([CH3:25])[NH:20][CH2:19][CH2:18]2>>[Br:1][C:2]1[CH:3]=[N:4][C:5]2[N:6]([N:8]=[C:9]([C:11]([N:20]3[CH2:19][CH2:18][C:17]4[C:22](=[CH:23][CH:24]=[C:15]([F:14])[CH:16]=4)[CH:21]3[CH3:25])=[O:13])[CH:10]=2)[CH:7]=1. Reported procedure: In close analogy to the procedure described in Example 1, 6-bromo-pyrazolo[1,5-a]pyrimidine-2-carboxylic acid is reacted with 6-fluoro-1-methyl-1,2,3,4-tetrahydro-isoquinoline to provide the title compound in moderate yield.